Task: describe an organic reaction: reactants, conditions, products, and yield. Dataset: the Open Reaction Database (ORD), a public repository of structured organic reaction records Starting materials: ClCCl, O=C(O)C(F)(F)F, NC1(CO)CCCC1, [Na+], [Na+], O=S(=O)([O-])[O-], O=C1CCCCC1. Yields the product C1CCC2(CC1)NC1(CCCC1)CO2. RXN SMILES: [Cl:30][CH2:31][Cl:32].[F:9][C:10]([F:11])([F:12])[C:13]([OH:14])=[O:15].[NH2:1][C:2]1([CH2:7][OH:8])[CH2:3][CH2:4][CH2:5][CH2:6]1.[Na+:23].[Na+:24].[O-:25][S:26](=[O:27])(=[O:28])[O-:29].[O:16]=[C:17]1[CH2:18][CH2:19][CH2:20][CH2:21][CH2:22]1>>[NH:1]1[C:2]2([CH2:3][CH2:4][CH2:5][CH2:6]2)[CH2:7][O:8][C:17]12[CH2:18][CH2:19][CH2:20][CH2:21][CH2:22]2. Reactants: CC(C)(C)OC(=O)C(C)(C)Sc1nc(CC(=O)OCC2c3ccccc3-c3ccccc32)cs1, ClCCl, O=C(O)C(F)(F)F. Product: CC(C)(Sc1nc(CC(=O)OCC2c3ccccc3-c3ccccc32)cs1)C(=O)O. Reaction SMILES: [C:1]([CH3:2])([CH3:3])([CH3:4])[O:5][C:6]([C:7]([CH3:8])([CH3:9])[S:10][c:11]1[s:12][cH:13][c:14]([CH2:16][C:17](=[O:18])[O:19][CH2:20][CH:21]2[c:22]3[cH:23][cH:24][cH:25][cH:26][c:27]3-[c:28]3[cH:29][cH:30][cH:31][cH:32][c:33]32)[n:15]1)=[O:34].[Cl:42][CH2:43][Cl:44].[OH:35][C:36]([C:37]([F:38])([F:39])[F:40])=[O:41]>>[O:5]=[C:6]([C:7]([CH3:8])([CH3:9])[S:10][c:11]1[s:12][cH:13][c:14]([CH2:16][C:17](=[O:18])[O:19][CH2:20][CH:21]2[c:22]3[cH:23][cH:24][cH:25][cH:26][c:27]3-[c:28]3[cH:29][cH:30][cH:31][cH:32][c:33]32)[n:15]1)[OH:34]. Reported procedure: The title compound (143 mg) was prepared from 4-bromo-2,6-difluoroaniline (200 mg, 0.96 mmol) and benzo[d][1,3]dioxol-5-ylboronic acid (207 mg, 1.25 mmol) as a white solid. 1H-NMR (δ ppm, DMSO-d6, 400 MHz): 7.23-7.18 (m, 3H), 7.08 (dd, J 1.8, 8.2, 1H), 6.91 (d, J 8.1, 1H), 6.01 (s, 2H), 5.24 (s, 2H). The yield is 59.8%. Reactants: BrC1=CC(=C(N)C(=C1)F)F (4-bromo-2,6-difluoroaniline), O1COC2=C1C=CC(=C2)B(O)O (benzo[d][1,3]dioxol-5-ylboronic acid). RXN SMILES: Br[C:2]1[CH:8]=[C:7]([F:9])[C:5]([NH2:6])=[C:4]([F:10])[CH:3]=1.[O:11]1[C:15]2[CH:16]=[CH:17][C:18](B(O)O)=[CH:19][C:14]=2[O:13][CH2:12]1>>[O:11]1[C:15]2[CH:16]=[CH:17][C:18]([C:2]3[CH:8]=[C:7]([F:9])[C:5]([NH2:6])=[C:4]([F:10])[CH:3]=3)=[CH:19][C:14]=2[O:13][CH2:12]1. The product is O1COC2=C1C=CC(=C2)C2=CC(=C(N)C(=C2)F)F (4-(benzo[d][1,3]dioxol-5-yl)-2,6-difluoroaniline). Yield: 33.0%. As a reaction SMILES: ClC1C(Cl)=CC=CC=1N1CCCN([CH2:16][CH2:17][CH2:18][CH2:19][O:20][C:21]2[CH:30]=[C:29]3[C:24]([CH:25]=[CH:26][C:27](=[O:31])[NH:28]3)=[CH:23][CH:22]=2)CC1.[Na+].[I-].[N:34]1([C:40]2[C:45]3[O:46][CH2:47][C:48](=[O:50])[NH:49][C:44]=3[CH:43]=[CH:42][CH:41]=2)[CH2:39][CH2:38][NH:37][CH2:36][CH2:35]1.C([O-])([O-])=O.[K+].[K+]>CC#N>[O:31]=[C:27]1[CH2:26][CH2:25][C:24]2[C:29](=[CH:30][C:21]([O:20][CH2:19][CH2:18][CH2:17][CH2:16][N:37]3[CH2:38][CH2:39][N:34]([C:40]4[C:45]5[O:46][CH2:47][C:48](=[O:50])[NH:49][C:44]=5[CH:43]=[CH:42][CH:41]=4)[CH2:35][CH2:36]3)=[CH:22][CH:23]=2)[NH:28]1 |f:1.2,4.5.6|. Run at time 4 hour. Procedure: A mixture of intermediate 4 (110 mg, 0.37 mmol) and NaI (110 mg, 0.74 mmol) in CH3CN was heated to reflux for 30 min and then cooled to rt. Intermediate 59 (118 mg, 0.5 mmol) and anhydrous K2CO3 (138 mg, 1.92 mmol) were added to the mixture. The resulting mixture was heated to reflux and stirred for 4 h. Precipitated crystals were filtered off and the filtrate was evaporated under reduced pressure. The residue was extracted with EtOAc. The combined EtOAc layers were washed with brine, dried over... Solvent: CC#N (CH3CN). Yields the product O=C1NC2=CC(=CC=C2CC1)OCCCCN1CCN(CC1)C1=CC=CC2=C1OCC(N2)=O (8-(4-(4-(2-oxo-1,2,3,4-tetrahydroquinolin-7-yloxy)butyl)piperazin-1-yl)-2H-benzo[b][1,4]oxazin-3(4H)-one). Starting materials: ClC1=C(C=CC=C1Cl)N1CCN(CCC1)CCCCOC1=CC=C2C=CC(NC2=C1)=O (7-(4-(4-(2,3-dichlorophenyl)-1,4-diazepan-1-yl)butoxy)quinolin-2(1H)-one), [Na+].[I-] (NaI), N1(CCNCC1)C1=CC=CC2=C1OCC(N2)=O (8-(piperazin-1-yl)-2H-benzo[b][1,4]oxazin-3(4H)-one), C(=O)([O-])[O-].[K+].[K+] (K2CO3).